Dataset: the Open Reaction Database (ORD), a public repository of structured organic reaction records. Task: describe an organic reaction: reactants, conditions, products, and yield Starting materials: N[C@@H](C(O)(C1=CC2=CC=CC=C2C=C1)C1=CC2=CC=CC=C2C=C1)C1CCCCC1 ((R)-2-amino-2-cyclohexyl-1,1-bis(2-naphthyl)ethanol), CB1OB(OB(O1)C)C (trimethylboroxine), O1CCCC1 (tetrahydrofuran). Run at time 1 hour. Yields the product C1(CCCCC1)[C@H]1NB(OC1(C1=CC2=CC=CC=C2C=C1)C1=CC2=CC=CC=C2C=C1)OC ((R)-4-cyclohexyl-5,5-bis(2-naphthyl)-2-methoxy-1,3,2-oxazaborolidine). Reaction SMILES: [NH2:1][C@H:2]([CH:25]1[CH2:30][CH2:29][CH2:28][CH2:27][CH2:26]1)[C:3]([C:15]1[CH:24]=[CH:23][C:22]2[C:17](=[CH:18][CH:19]=[CH:20][CH:21]=2)[CH:16]=1)([C:5]1[CH:14]=[CH:13][C:12]2[C:7](=[CH:8][CH:9]=[CH:10][CH:11]=2)[CH:6]=1)[OH:4].C[B:32]1[O:37]B(C)OB(C)O1.O1CCC[CH2:41]1>>[CH:25]1([C@@H:2]2[C:3]([C:15]3[CH:24]=[CH:23][C:22]4[C:17](=[CH:18][CH:19]=[CH:20][CH:21]=4)[CH:16]=3)([C:5]3[CH:14]=[CH:13][C:12]4[C:7](=[CH:8][CH:9]=[CH:10][CH:11]=4)[CH:6]=3)[O:4][B:32]([O:37][CH3:41])[NH:1]2)[CH2:30][CH2:29][CH2:28][CH2:27][CH2:26]1. Reported procedure: (R)-2-amino-2-cyclohexyl-1,1-bis(2-naphthyl)ethanol (79.1 mg, 0.2 mmol) and dry tetrahydrofuran (2 mL) and trimethylboroxine (27.2 μL, 0.24 mmol) were added to a dry flask under an atmosphere of nitrogen, then stirred for 1 hour to form a solution of (R)-4-cyclohexyl-5,5-bis(2-naphthyl)-2-methoxy-1,3,2-oxazaborolidine. Borane dimethylsulfide complex (100 μL, 1.0 mmol) was added and the reaction was stirred for 30 minutes. Then, a solution of bromoacetophenone (199 mg, 1.0 mmol) in dry tetrahydro... Reactants: [BH4-], C1CCOC1, CO, Cc1cc(Nc2nc(C(=O)c3ccc(F)cc3)nc3cc(C(F)(F)F)ccc23)n[nH]1, [Na+], O. Product: Cc1cc(Nc2nc(C(O)c3ccc(F)cc3)nc3cc(C(F)(F)F)ccc23)n[nH]1. RXN SMILES: [BH4-:38].[CH2:33]1[O:34][CH2:35][CH2:36][CH2:37]1.[CH3:31][OH:32].[F:1][c:2]1[cH:3][cH:4][c:5]([C:8](=[O:9])[c:10]2[n:11][c:12]3[cH:13][c:14]([C:27]([F:28])([F:29])[F:30])[cH:15][cH:16][c:17]3[c:18]([NH:20][c:21]3[n:22][nH:23][c:24]([CH3:26])[cH:25]3)[n:19]2)[cH:6][cH:7]1.[Na+:39].[OH2:40]>>[F:1][c:2]1[cH:3][cH:4][c:5]([CH:8]([OH:9])[c:10]2[n:11][c:12]3[cH:13][c:14]([C:27]([F:28])([F:29])[F:30])[cH:15][cH:16][c:17]3[c:18]([NH:20][c:21]3[n:22][nH:23][c:24]([CH3:26])[cH:25]3)[n:19]2)[cH:6][cH:7]1. The reactants are Cl.C(C1=CN=CC=C1)(=O)Cl (nicotinoyl chloride hydrochloride), ClC=1C(=CC(NC1)=O)O (5-chloro-4-hydroxy-2-pyridone). Solvent: N1=CC=CC=C1 (pyridine). Conditions: time 9 hour. Yields the product ClC=1C(=CC(NC1)=O)OC(C1=CN=CC=C1)=O (5-chloro-4-nicotinoyloxy-2-pyridone). The yield is 51.0%. Reaction SMILES: Cl.[C:2](Cl)(=[O:9])[C:3]1[CH:8]=[CH:7][CH:6]=[N:5][CH:4]=1.[Cl:11][C:12]1[C:13]([OH:19])=[CH:14][C:15](=[O:18])[NH:16][CH:17]=1>N1C=CC=CC=1>[Cl:11][C:12]1[C:13]([O:19][C:2](=[O:9])[C:3]2[CH:8]=[CH:7][CH:6]=[N:5][CH:4]=2)=[CH:14][C:15](=[O:18])[NH:16][CH:17]=1 |f:0.1|. Procedure details: A 2.93 g quantity of nicotinoyl chloride hydrochloride was added to a suspension of 2.00 g of 5-chloro-4-hydroxy-2-pyridone in 100 ml of pyridine, and the mixture was stirred at room temperature for 9 hours. The reaction mixture was concentrated and the concentrate was washed with ethyl acetate and water, thereby producing 1.77 g of the title compound in a yield of 51%. The reactants are BrC=1C=C2C=CC(=NC2=CC1)C(=O)OCC (ethyl 6-bromo-2-quinolinecarboxylate), OC1=C(C=C(C=C1)B(O)O)C ((4-hydroxy-3-methylphenyl)boronic acid), C1(=CC=CC=C1)P(C1=CC=CC=C1)C1=CC=CC=C1 (triphenylphosphine), P(=O)([O-])([O-])[O-].[K+].[K+].[K+] (potassium phosphate). The reagents and catalysts are C(C)(=O)[O-].[Pd+2].C(C)(=O)[O-] (Palladium(II)acetate). Run in C(C)(=O)OCC (ethyl acetate), O (water), O1CCOCC1 (dioxane), O (Water). Conditions: temperature 60 celsius. Yields the product OC1=C(C=C(C=C1)C=1C=C2C=CC(=NC2=CC1)C(=O)OCC)C (ethyl 6-(4-hydroxy-3-methylphenyl)-2-quinolinecarboxylate). Yield: 39.8%. As a reaction SMILES: Br[C:2]1[CH:3]=[C:4]2[C:9](=[CH:10][CH:11]=1)[N:8]=[C:7]([C:12]([O:14][CH2:15][CH3:16])=[O:13])[CH:6]=[CH:5]2.[OH:17][C:18]1[CH:23]=[CH:22][C:21](B(O)O)=[CH:20][C:19]=1[CH3:27].C1(P(C2C=CC=CC=2)C2C=CC=CC=2)C=CC=CC=1.P([O-])([O-])([O-])=O.[K+].[K+].[K+]>C([O-])(=O)C.[Pd+2].C([O-])(=O)C.C(OCC)(=O)C.O.O1CCOCC1>[OH:17][C:18]1[CH:23]=[CH:22][C:21]([C:2]2[CH:3]=[C:4]3[C:9](=[CH:10][CH:11]=2)[N:8]=[C:7]([C:12]([O:14][CH2:15][CH3:16])=[O:13])[CH:6]=[CH:5]3)=[CH:20][C:19]=1[CH3:27] |f:3.4.5.6,7.8.9|. Reported procedure: Palladium(II)acetate (4.7 mg, 21.0 μmol) was added to ethyl 6-bromo-2-quinolinecarboxylate (117.8 mg, 420.5 μmol), (4-hydroxy-3-methylphenyl)boronic acid (95.9 mg, 630.8 μmol), triphenylphosphine (11.0 mg, 42.1 μmol), and potassium phosphate (312.4 mg, 1.47 mmol). Then, dioxane (4.2 mL) was added to the mixture, followed by water (42 μL), and the reaction mixture was heated open to the atmosphere at 60° C. in an oil bath for 16 hours, then allowed to cool to room temperature. Water was added, fo... The reactants are [Br-], C#C[Mg+], [Cl-], O=Cc1csc(C(F)(F)F)n1, [NH4+], C1CCOC1. The product is C#CC(O)c1csc(C(F)(F)F)n1. RXN SMILES: [Br-:1].[C:2](#[CH:3])[Mg+:4].[Cl-:16].[F:5][C:6]([c:7]1[s:8][cH:9][c:10]([CH:12]=[O:13])[n:11]1)([F:14])[F:15].[NH4+:17].[O:18]1[CH2:19][CH2:20][CH2:21][CH2:22]1>>[C:2](#[CH:3])[CH:12]([c:10]1[cH:9][s:8][c:7]([C:6]([F:5])([F:14])[F:15])[n:11]1)[OH:13]. RXN SMILES: [B:13]([F:14])([F:15])[F:16].[Br:17][c:18]1[cH:19][c:20]([CH:28]([OH:29])[c:30]2[cH:31][c:32]3[c:33]([s:34]2)[cH:35][cH:36][c:37]([F:39])[cH:38]3)[cH:21][c:22]2[cH:23][cH:24][cH:25][cH:26][c:27]12.[C:40](=[O:41])([O-:42])[OH:43].[CH2:1]([SiH:2]([CH2:3][CH3:4])[CH2:5][CH3:6])[CH3:7].[CH2:45]([Cl:46])[Cl:47].[CH2:8]([O:9][CH2:10][CH3:11])[CH3:12].[Na+:44]>>[Br:17][c:18]1[cH:19][c:20]([CH2:28][c:30]2[cH:31][c:32]3[c:33]([s:34]2)[cH:35][cH:36][c:37]([F:39])[cH:38]3)[cH:21][c:22]2[cH:23][cH:24][cH:25][cH:26][c:27]12. Product: Fc1ccc2sc(Cc3cc(Br)c4ccccc4c3)cc2c1. Starting materials: FB(F)F, OC(c1cc(Br)c2ccccc2c1)c1cc2cc(F)ccc2s1, O=C([O-])O, CC[SiH](CC)CC, ClCCl, CCOCC, [Na+].